The task is: describe an organic reaction: reactants, conditions, products, and yield. This data is from the Open Reaction Database (ORD), a public repository of structured organic reaction records. Reactants: COC1=CC=C(OC2=CC(=CC=C2)OC2=CC=C(C=C2)OC)C=C1 (1,3-bis(4-methoxyphenoxy)benzene), O (water). The solvent is Br (hydrobromic acid), Br (hydrogen bromide), C(C)(=O)O (acetic acid). The product is C1(=CC(=CC=C1)OC1=CC=C(C=C1)O)OC1=CC=C(C=C1)O (4,4′-[1,3-phenylenebis(oxy)]diphenol). The yield is 102.1%. As a reaction SMILES: C[O:2][C:3]1[CH:24]=[CH:23][C:6]([O:7][C:8]2[CH:13]=[CH:12][CH:11]=[C:10]([O:14][C:15]3[CH:20]=[CH:19][C:18]([O:21]C)=[CH:17][CH:16]=3)[CH:9]=2)=[CH:5][CH:4]=1.O>Br.C(O)(=O)C>[C:10]1([O:14][C:15]2[CH:20]=[CH:19][C:18]([OH:21])=[CH:17][CH:16]=2)[CH:11]=[CH:12][CH:13]=[C:8]([O:7][C:6]2[CH:5]=[CH:4][C:3]([OH:2])=[CH:24][CH:23]=2)[CH:9]=1. Reported procedure: 22 g of the above-described compound from Example 20 are dissolved, under argon, in a mixture of 60 ml of hydrobromic acid (48% solution) and 150 ml of hydrogen bromide in glacial acetic acid (33% solution), and the mixture is heated, adjusted to the evolution of gas, at reflux. After a total of 5 hours, 300 ml of water are added dropwise, with cooling. The batch is extracted several times with a total of 400 ml of diethyl ether. The combined organic phases are washed four times using 400 ml of ... Reactants: O1C(OCC1)C1=C(C=CC=C1)C1=CC2=C(S1)C=CC=C2 (2-(2-[1,3]dioxolan-2-yl-phenyl) benzo[b]thiophene), O1CCCC1 (tetrahydrofuran), Cl (hydrochloric acid), Cl.O (hydrochloric acid water). The solvent is CO (methanol). Product: S1C2=C(C=C1C1=C(C=O)C=CC=C1)C=CC=C2 (benzo[b]thiophen-2-yl-benzaldehyde). RXN SMILES: [O:1]1CCO[CH:2]1[C:6]1[CH:11]=[CH:10][CH:9]=[CH:8][C:7]=1[C:12]1[S:16][C:15]2[CH:17]=[CH:18][CH:19]=[CH:20][C:14]=2[CH:13]=1.Cl.Cl.O.O1CCCC1>CO>[S:16]1[C:12]([C:7]2[CH:8]=[CH:9][CH:10]=[CH:11][C:6]=2[CH:2]=[O:1])=[CH:13][C:14]2[CH:20]=[CH:19][CH:18]=[CH:17][C:15]1=2 |f:2.3|. Procedure details: For example, the 2-(2-[1,3]dioxolan-2-yl-phenyl) benzo[b]thiophene (3) product is treated with a suitable acid, such as a hydrochloric acid, preferably an aqueous acid, such as a hydrochloric acid/water mixture. The reaction is carried out in a suitable organic solvent such as tetrahydrofuran or methanol. The reaction is heated to reflux for a period of time ranging from about 20 minutes to about 6 hours. The reaction is then quenched with a weak base such as, for example, sodium bicarbonate. Th...